From a dataset of the Open Reaction Database (ORD), a public repository of structured organic reaction records. describe an organic reaction: reactants, conditions, products, and yield The reactants are ClC1=CC(=NC(=N1)NCC)NS(=O)(=O)C1=CC=C(C=C1)NC(C)=O (N-[4-(6-chloro-2-ethylamino-pyrimidin-4-ylsulfamoyl)-phenyl]-acetamide). Run in [OH-].[Na+] (NaOH). Yields the product NC1=CC=C(C=C1)S(=O)(=O)NC1=NC(=NC(=C1)Cl)NCC (4-amino-N-(6-chloro-2-ethylamino-pyrimidin-4-yl)-benzenesulfonamide). The yield is 89.5%. As a reaction SMILES: [Cl:1][C:2]1[N:7]=[C:6]([NH:8][CH2:9][CH3:10])[N:5]=[C:4]([NH:11][S:12]([C:15]2[CH:20]=[CH:19][C:18]([NH:21]C(=O)C)=[CH:17][CH:16]=2)(=[O:14])=[O:13])[CH:3]=1>[OH-].[Na+]>[NH2:21][C:18]1[CH:19]=[CH:20][C:15]([S:12]([NH:11][C:4]2[CH:3]=[C:2]([Cl:1])[N:7]=[C:6]([NH:8][CH2:9][CH3:10])[N:5]=2)(=[O:13])=[O:14])=[CH:16][CH:17]=1 |f:1.2|. Procedure: 2.88 g (0.0075 mol) of N-[4-(6-chloro-2-ethylamino-pyrimidin-4-ylsulfamoyl)-phenyl]-acetamide were dissolved in 76 ml of 1N NaOH and boiled at reflux for 3 hours. The mixture was extracted with ethyl acetate, the aqueous phase was saturated with sodium chloride and the residual ethyl acetate was distilled on a rotary evaporator. Then, the aqueous phase was made acid with 3N HCl and the precipitate which separated was filtered off under suction. After drying there were obtained 2.2 g (90%) of 4-a...